Dataset: the Open Reaction Database (ORD), a public repository of structured organic reaction records. Task: describe an organic reaction: reactants, conditions, products, and yield Yield: 96.5%. RXN SMILES: [OH:1][C:2]1[CH:12]=[CH:11][C:5]([C:6]([O:8]CC)=[O:7])=[CH:4][CH:3]=1.[CH2:13](Br)[C:14]1[CH:19]=[CH:18][CH:17]=[CH:16][CH:15]=1.[OH-].[K+]>>[CH2:13]([O:1][C:2]1[CH:12]=[CH:11][C:5]([C:6]([OH:8])=[O:7])=[CH:4][CH:3]=1)[C:14]1[CH:19]=[CH:18][CH:17]=[CH:16][CH:15]=1 |f:2.3|. Procedure details: As in the case of Reference Example 3 ,ethyl 4-hydroxybenzoate (2.50 g) was benzylated with benzyl bromide (2.57 g) followed by hydrolysis with potassium hydroxide, thereby yielding 3.31 g of 4-benzyloxybenzoic acid as a crystal. In tetrahydrofuran (50 ml), this compound (1.18 g) was suspended together with N,N'-dicyclohexylcarbodiimide (1.14 g) and 4-hydroxybenzotriazole (0.81 g) and then, with 1-isobutylpiperazine (0.71 g) added thereto, stirred at room temperature for 24 hours. The reaction m... The product is C(C1=CC=CC=C1)OC1=CC=C(C(=O)O)C=C1 (4-benzyloxybenzoic acid). The reactants are OC1=CC=C(C(=O)OCC)C=C1 (ethyl 4-hydroxybenzoate), C(C1=CC=CC=C1)Br (benzyl bromide), [OH-].[K+] (potassium hydroxide). Starting materials: C([O-])(O)=O.[Na+] (sodium bicarbonate), FC(C=1C=C(C(=O)N2C[C@@H]3N(C[C@H]2CC2=CNC4=CC=CC=C24)CC(CC3)=O)C=C(C1)C(F)(F)F)(F)F ((3R,9aR)-2-[3,5-bis(trifluoromethyl)benzoyl]-3-(1H-indol-3-ylmethyl)-octahydro-2H-pyrido[1,2-a]pyrazin-7-one), N1CCCC1 (pyrrolidine), C(C)(=O)O[BH-](OC(C)=O)OC(C)=O.[Na+] (sodium triacetoxyborohydride). Run in O (water), ClCCCl (1,2-dichloroethane), C(C)(=O)O (acetic acid). Reaction conditions: time 3 day. Product: FC(C=1C=C(C=C(C1)C(F)(F)F)C(=O)N1C[C@@H]2N(C[C@H]1CC1=CNC3=CC=CC=C13)C[C@@H](CC2)N2CCCC2)(F)F (3,5-bis(trifluoromethyl)phenyl-[(3R,7R,9aR)-3-(1H-indol-3-ylmethyl)-7-pyrrolidin-1-yl-octahydropyrido[1,2-a]pyrazin-2-yl]-methanone), FC(C=1C=C(C=C(C1)C(F)(F)F)C(=O)N1C[C@@H]2N(C[C@H]1CC1=CNC3=CC=CC=C13)C[C@H](CC2)N2CCCC2)(F)F (3,5-bis(trifluoromethyl)-phenyl-[(3R,7S,9aR)-3-(1H-indol-3-ylmethyl)-7-pyrrolidin-1-yl-octahydropyrido[1,2-a]pyrazin-2-yl]-methanone). As a reaction SMILES: [F:1][C:2]([F:37])([F:36])[C:3]1[CH:4]=[C:5]([CH:29]=[C:30]([C:32]([F:35])([F:34])[F:33])[CH:31]=1)[C:6]([N:8]1[C@H:13]([CH2:14][C:15]2[C:23]3[C:18](=[CH:19][CH:20]=[CH:21][CH:22]=3)[NH:17][CH:16]=2)[CH2:12][N:11]2[CH2:24][C:25](=O)[CH2:26][CH2:27][C@@H:10]2[CH2:9]1)=[O:7].[NH:38]1[CH2:42][CH2:41][CH2:40][CH2:39]1.C(O[BH-](OC(=O)C)OC(=O)C)(=O)C.[Na+].C(=O)(O)[O-].[Na+]>ClCCCl.O.C(O)(=O)C>[F:1][C:2]([F:36])([F:37])[C:3]1[CH:4]=[C:5]([C:6]([N:8]2[C@H:13]([CH2:14][C:15]3[C:23]4[C:18](=[CH:19][CH:20]=[CH:21][CH:22]=4)[NH:17][CH:16]=3)[CH2:12][N:11]3[CH2:24][C@H:25]([N:38]4[CH2:42][CH2:41][CH2:40][CH2:39]4)[CH2:26][CH2:27][C@@H:10]3[CH2:9]2)=[O:7])[CH:29]=[C:30]([C:32]([F:34])([F:33])[F:35])[CH:31]=1.[F:1][C:2]([F:36])([F:37])[C:3]1[CH:4]=[C:5]([C:6]([N:8]2[C@H:13]([CH2:14][C:15]3[C:23]4[C:18](=[CH:19][CH:20]=[CH:21][CH:22]=4)[NH:17][CH:16]=3)[CH2:12][N:11]3[CH2:24][C@@H:25]([N:38]4[CH2:42][CH2:41][CH2:40][CH2:39]4)[CH2:26][CH2:27][C@@H:10]3[CH2:9]2)=[O:7])[CH:29]=[C:30]([C:32]([F:34])([F:33])[F:35])[CH:31]=1 |f:2.3,4.5|. Reported procedure: A mixture of (3R,9aR)-2-[3,5-bis(trifluoromethyl)benzoyl]-3-(1H-indol-3-ylmethyl)-octahydro-2H-pyrido[1,2-a]pyrazin-7-one (0.785 g, see example 3 steps 1–7), pyrrolidine (0.107 g), acetic acid (0.09 g) and sodium triacetoxyborohydride (0.47 g) in 1,2-dichloroethane (60 mL) was stirred for three days at room temperature. The resulting mixture was poured into water, basified with sodium bicarbonate (5% aq. soln.) and extracted with dichloromethane. The organic layer was concentrated and the residu... Reactants: CCCCCC(C)C, COc1cc(C(=O)O)ccc1[N+](=O)[O-], O=S(Cl)Cl. Yields the product COc1cc(C(=O)Cl)ccc1[N+](=O)[O-]. Reaction SMILES: [CH3:19][CH2:20][CH2:21][CH2:22][CH2:23][CH:24]([CH3:25])[CH3:26].[CH3:1][O:2][c:3]1[cH:4][c:5]([C:6](=[O:7])[OH:8])[cH:9][cH:10][c:11]1[N+:12](=[O:13])[O-:14].[S:15]([Cl:16])([Cl:17])=[O:18]>>[CH3:1][O:2][c:3]1[cH:4][c:5]([C:6](=[O:7])[Cl:17])[cH:9][cH:10][c:11]1[N+:12](=[O:13])[O-:14]. The reactants are BrCC=1C=C(C=2C(C3=C(C=CC=C3C(C2C1)=O)O)=O)O (3-bromomethyl-1,8-dihydroxy-9,10-anthraquinone), OCCNCCO (bis(2-hydroxyethyl)amine). Run in CN(C=O)C (N,N-dimethylformamide). Run at time 2 hour. Yields the product OCCN(CCO)CC=1C=C(C=2C(C3=C(C=CC=C3C(C2C1)=O)O)=O)O (3-[N,N-bis(2-hydroxyethyl)amino] methyl-1,8-dihydroxy-9,10-anthraquinone). RXN SMILES: Br[CH2:2][C:3]1[CH:4]=[C:5]([OH:20])[C:6]2[C:7](=[O:19])[C:8]3[C:13]([C:14](=[O:17])[C:15]=2[CH:16]=1)=[CH:12][CH:11]=[CH:10][C:9]=3[OH:18].[OH:21][CH2:22][CH2:23][NH:24][CH2:25][CH2:26][OH:27]>CN(C)C=O>[OH:21][CH2:22][CH2:23][N:24]([CH2:2][C:3]1[CH:4]=[C:5]([OH:20])[C:6]2[C:7](=[O:19])[C:8]3[C:13]([C:14](=[O:17])[C:15]=2[CH:16]=1)=[CH:12][CH:11]=[CH:10][C:9]=3[OH:18])[CH2:25][CH2:26][OH:27]. Procedure details: A mixture of 3-bromomethyl-1,8-dihydroxy-9,10-anthraquinone (456 mg) and bis(2-hydroxyethyl)amine (600 mg) in N,N-dimethylformamide (20 mL) is stirred for 2 hours, and then partitioned between chloroform (100 mL) and water (100 mL). The organic layer is separated, washed with water (50 mL× 3), dried over sodium sulfate, and then concentrated to dryness. The residue is chromatographed on a silica gel column using chloroform-methanol (15:1 v/v) as the eluent. Upon concentration of the major fracti... Reactants: C(C)OC(=O)C1CCNCC1 (ethylpiperidine-4-carboxylate), ICC (iodoethane), C([O-])([O-])=O.[K+].[K+] (potassium carbonate). The solvent is C(C)O (ethanol). Product: C(C)N1CCC(CC1)C(=O)O (1-(ethyl)piperidine-4-carboxylic acid). RXN SMILES: C([O:3][C:4]([CH:6]1[CH2:11][CH2:10][NH:9][CH2:8][CH2:7]1)=[O:5])C.I[CH2:13][CH3:14].C(=O)([O-])[O-].[K+].[K+]>C(O)C>[CH2:13]([N:9]1[CH2:8][CH2:7][CH:6]([C:4]([OH:3])=[O:5])[CH2:11][CH2:10]1)[CH3:14] |f:2.3.4|. Procedure: To ethylpiperidine-4-carboxylate (1 eq) in ethanol was added iodoethane (1.1 eq) and potassium carbonate (2 eq) and the resulting mixture was refluxed for 16 h. The mixture was then cooled to room temperature and filtered. Ethanol was concentrated and partitioned between methylene chloride and water. The organic layer was then washed with saturated sodium chloride solution, dried with sodium sulfate and concentrated. To it was then added concentrated hydrochloric acid and water (2:1) and the mix... Starting materials: N1(CCCC1)C1=CC(CC1)=O (3-(pyrrolidino)-2-cyclopenten-1-one). The reagents and catalysts are N1(CCCC1)[Ti](N1CCCC1)(N1CCCC1)N1CCCC1 (tetrapyrrolidino titanium). The solvent is C1(=CC=CC=C1)C (toluene). Run at time 8 hour. Product: N1(CCCC1)C1=CC(=CC1)N1CCCC1 (1,3-dipyrrolidino-1,3-cyclopentadiene). Isolated yield 181.3%. RXN SMILES: [N:1]1([C:6]2[CH2:10][CH2:9][C:8](=O)[CH:7]=2)[CH2:5][CH2:4][CH2:3][CH2:2]1>C1(C)C=CC=CC=1.N1([Ti](N2CCCC2)(N2CCCC2)N2CCCC2)CCCC1>[N:1]1([C:6]2[CH2:10][CH:9]=[C:8]([N:1]3[CH2:5][CH2:4][CH2:3][CH2:2]3)[CH:7]=2)[CH2:5][CH2:4][CH2:3][CH2:2]1. Procedure: To 2.245 g (14.85 mmol) of 3-(pyrrolidino)-2-cyclopenten-1-one dissolved in 50 mL of toluene was added 2.5 g (7.61 mmol) of the tetrapyrrolidino titanium. The reaction mixture became red with concomitant appearance of precipitate. The reaction mixture was stirred overnight and then filtered giving a dark red solution. Toluene was removed under reduced pressure to give 2.75 g of red crystalline solid. Yield was 90.6 percent. This product was then recrystallized from 60 mL of hexane to give 1.56 g...